Task: describe an organic reaction: reactants, conditions, products, and yield. Dataset: the Open Reaction Database (ORD), a public repository of structured organic reaction records Reactants: C(C)NC1=C(C(=O)C2=CC=CC=C2)C=C(C=C1)Cl (2-ethylamino-5-chlorobenzophenone), ClC(=O)OCC (ethyl chloroformate). The product is C(C)N(C1=C(C(=O)C2=CC=CC=C2)C=C(C=C1)Cl)C(=O)OCC (2-(N-ethyl-ethoxycarbonylamino)-5-chlorobenzophenone). RXN SMILES: [CH2:1]([NH:3][C:4]1[CH:17]=[CH:16][C:15]([Cl:18])=[CH:14][C:5]=1[C:6]([C:8]1[CH:13]=[CH:12][CH:11]=[CH:10][CH:9]=1)=[O:7])[CH3:2].Cl[C:20]([O:22][CH2:23][CH3:24])=[O:21]>>[CH2:1]([N:3]([C:20]([O:22][CH2:23][CH3:24])=[O:21])[C:4]1[CH:17]=[CH:16][C:15]([Cl:18])=[CH:14][C:5]=1[C:6]([C:8]1[CH:13]=[CH:12][CH:11]=[CH:10][CH:9]=1)=[O:7])[CH3:2]. Procedure: Subsequently, a mixture of 5.2 g of 2-ethylamino-5-chlorobenzophenone thus obtained and 20 ml of ethyl chloroformate was heated at 110° C for 5 hours. Then, the reaction mixture was concentrated to dryness under reduced pressure to give 2-(N-ethyl-ethoxycarbonylamino)-5-chlorobenzophenone as brown oil. Product: C(C1=CC=CC=C1)SC(NC1=CC2=C(NC3=C(NC2=O)C=CC=C3)C=C1)=N (2-Benzyl-1-(11-oxo-10,11-dihydro-5H-dibenzo[b,e][1,4]diazepin-2-yl)-isothiourea). RXN SMILES: [O:1]=[C:2]1[NH:8][C:7]2[CH:9]=[CH:10][CH:11]=[CH:12][C:6]=2[NH:5][C:4]2[CH:13]=[CH:14][C:15]([NH:17][C:18]([NH2:20])=[S:19])=[CH:16][C:3]1=2.[CH2:21](Br)[C:22]1[CH:27]=[CH:26][CH:25]=[CH:24][CH:23]=1.ClCCl.CO>CN(C=O)C>[CH2:21]([S:19][C:18](=[NH:20])[NH:17][C:15]1[CH:14]=[CH:13][C:4]2[NH:5][C:6]3[CH:12]=[CH:11][CH:10]=[CH:9][C:7]=3[NH:8][C:2](=[O:1])[C:3]=2[CH:16]=1)[C:22]1[CH:27]=[CH:26][CH:25]=[CH:24][CH:23]=1. Starting materials: O=C1C2=C(NC3=C(N1)C=CC=C3)C=CC(=C2)NC(=S)N ((11-Oxo-10,11-dihydro-5H-dibenzo[b,e][1,4]diazepin-2-yl)-thiourea), C(C1=CC=CC=C1)Br (benzyl bromide), CO (methanol), ClCCl (dichloromethane). The solvent is CN(C)C=O (DMF). Reported procedure: To a solution of (11-oxo-10,11-dihydro-5H-dibenzo[b,e][1,4]diazepin-2-yl)-thiourea (Example 9, 50 mg, 0.18 mmol) in DMF (1 mL) was added benzyl bromide (21 μL, 0.18 mmol). The solution was stirred at room temperature for 2 hr then heated at 60° C. for 1 hr. The solvent was removed under vacuo. The residue was dissolved in a mixture of tetrahydrofuran (5 mL) and diethyl ether (5 mL) and treated with 2 mL of saturated sodium bicarbonate solution. The organic layer was separated, dried over magnesi... Run at time 2 hour. The reactants are ClC1=CC=C(C=C1)C(C(=O)OC)CC1=CC=C(C=C1)Cl (methyl 2,3-bis(4-chlorophenyl)propionate), C[Mg]Br (methylmagnesium bromide), CCOCC (ether), [Cl-].[NH4+] (ammonium chloride). Yields the product ClC1=CC=C(C=C1)C(C(C)(O)C)CC1=CC=C(C=C1)Cl (3,4-Bis(4-chlorophenyl)-2-methyl-2-butanol). Reaction SMILES: [Cl:1][C:2]1[CH:7]=[CH:6][C:5]([CH:8]([CH2:13][C:14]2[CH:19]=[CH:18][C:17]([Cl:20])=[CH:16][CH:15]=2)C(OC)=O)=[CH:4][CH:3]=1.[CH3:21][Mg]Br.[Cl-].[NH4+].CC[O:28][CH2:29][CH3:30]>>[Cl:1][C:2]1[CH:3]=[CH:4][C:5]([CH:8]([CH2:13][C:14]2[CH:15]=[CH:16][C:17]([Cl:20])=[CH:18][CH:19]=2)[C:29]([CH3:30])([OH:28])[CH3:21])=[CH:6][CH:7]=1 |f:2.3|. Reported procedure: To a solution of methyl 2,3-bis(4-chlorophenyl)propionate (2.6 g, 8.4 mmol) in ether (20 mL) was added methylmagnesium bromide (3 M in ether, 8.4 mL, 25 mmol) at −10° C., and the reaction was allowed to warm to room temperature over 2 h. The reaction mixture was poured into saturated aqueous ammonium chloride (100 mL), and the product was extracted with EtOAc (3×100 mL). The combined extracts were dried over anhydrous MgSO4, filtered, and concentrated to dryness to give the title compound, which... Reactants: CCOc1c(Nc2ccc(C#N)cc2O)c(=O)c1=O, CC(N)C(C)(C)C, CCOC(C)=O, CCCCCC. The product is CC(Nc1c(Nc2ccc(C#N)cc2O)c(=O)c1=O)C(C)(C)C. As a reaction SMILES: [CH2:1]([O:2][c:4]1[c:5](=[O:19])[c:6](=[O:18])[c:7]1[NH:8][c:9]1[c:10]([OH:17])[cH:11][c:12]([C:15]#[N:16])[cH:13][cH:14]1)[CH3:3].[CH3:20][C:21]([CH:22]([CH3:23])[NH2:24])([CH3:25])[CH3:26].[CH3:27][CH2:28][O:29][C:30](=[O:31])[CH3:32].[CH3:33][CH2:34][CH2:35][CH2:36][CH2:37][CH3:38]>>[c:4]1([NH:24][CH:22]([C:21]([CH3:20])([CH3:25])[CH3:26])[CH3:23])[c:5](=[O:19])[c:6](=[O:18])[c:7]1[NH:8][c:9]1[c:10]([OH:17])[cH:11][c:12]([C:15]#[N:16])[cH:13][cH:14]1.